Dataset: the Open Reaction Database (ORD), a public repository of structured organic reaction records. Task: describe an organic reaction: reactants, conditions, products, and yield The reactants are O=C(Oc1ccc(OCc2ccccc2)cc1)c1ccccc1, C, CCO, [H][H], [Pd]. Yields the product O=C(Oc1ccc(O)cc1)c1ccccc1. Reaction SMILES: [C:1]([c:2]1[cH:3][cH:4][cH:5][cH:6][cH:7]1)(=[O:8])[O:9][c:10]1[cH:11][cH:12][c:13]([O:16][CH2:17][c:18]2[cH:19][cH:20][cH:21][cH:22][cH:23]2)[cH:14][cH:15]1.[C:26].[CH3:28][CH2:29][OH:30].[H:24][H:25].[Pd:27]>>[C:1]([c:2]1[cH:3][cH:4][cH:5][cH:6][cH:7]1)(=[O:8])[O:9][c:10]1[cH:11][cH:12][c:13]([OH:16])[cH:14][cH:15]1. Starting materials: [H][H] (hydrogen), ClC1=C(C=C(C=C1)[N+](=O)[O-])S(=O)[O-].[Na+] (Sodium 2-chloro-5-nitrobenzenesulphinate), OCCS(=O)(=O)C1=CC(=C(C=C1)Cl)[N+](=O)[O-] (4-chloro-3-nitrophenyl 2-hydoxyethyl sulphone), P(=O)([O-])([O-])[O-] (phosphate). The reagents and catalysts are palladium-oncharcoal. Solvent: O (water). Run at temperature 85 celsius. Yields the product OCCS(=O)(=O)C1=CC(=CC=C1)N (3-aminophenyl 2-hydroxyethyl sulphone). As a reaction SMILES: ClC1C=CC([N+]([O-])=O)=CC=1S([O-])=O.[Na+].[OH:15][CH2:16][CH2:17][S:18]([C:21]1[CH:26]=[CH:25][C:24](Cl)=[C:23]([N+:28]([O-])=O)[CH:22]=1)(=[O:20])=[O:19].P([O-])([O-])([O-])=O.[H][H]>O>[OH:15][CH2:16][CH2:17][S:18]([C:21]1[CH:26]=[CH:25][CH:24]=[C:23]([NH2:28])[CH:22]=1)(=[O:19])=[O:20] |f:0.1|. Reported procedure: 102.6 g of moist paste of 2-chloro-5-nitrophenyl 2-hydroxyethyl sulphone from Example 1 [or an equimolar amount of 4-chloro-3-nitrophenyl 2-hydoxyethyl sulphone] are stirred into 250 ml of water and 50 ml of the phosphate buffer solution described under Example 2. A small amount of a nonionic emulsifier and 5 g of palladium-oncharcoal catalyst are added. Hydrogenation with hydrogen is then carried out in an autoclave at 70° C. and approximately 40 bar. The reduction is monitored by chromatograph... Reactants: solvent, ClC(C(C(C(=O)O)C#N)(C)C)CC(Cl)(Cl)Cl (4-chloro-2-cyano-3,3-dimethyl-6,6,6-trichlorohexanoic acid), C1(=CC=CC=C1)C (toluene). Run in CN(C=O)C (dimethyl formamide). Reaction conditions: temperature 145 celsius, time 6 hour. Product: ClC(=CC1C(C1(C)C)C#N)Cl (2-(2,2-dichlorovinyl)-3,3-dimethylcyclopropane nitrile). The yield is 86.8%. As a reaction SMILES: Cl[CH:2]([CH2:12][C:13]([Cl:16])([Cl:15])Cl)[C:3]([CH3:11])([CH3:10])[CH:4]([C:8]#[N:9])C(O)=O.C1(C)C=CC=CC=1>CN(C)C=O>[Cl:16][C:13]([Cl:15])=[CH:12][CH:2]1[C:3]([CH3:10])([CH3:11])[CH:4]1[C:8]#[N:9]. Procedure: A solution of 4-chloro-2-cyano-3,3-dimethyl-6,6,6-trichlorohexanoic acid (6.14 g) in dimethyl formamide (12 ml) was stirred at 145° C. for 4 hours under an ammonia atmosphere at initially 5 bar pressure. After release of the pressure the mixture was stirred for another 6 hours at 145° C. After cooling, over 90% of the solvent was flashed off (bath temperature max. 60° C., pressure 12 mmHg). The residue was mixed with toluene and subsequently washed with aqueous hydrochloric acid and aqueous sodi... The reactants are CC(=O)C.OS(=O)(=O)O.O=[Cr](=O)=O (Jones reagent), CC(=O)C.OS(=O)(=O)O.O=[Cr](=O)=O (Jones reagent), CC1C(C(CC(C1)CCC(C)C)C)O (2,6-dimethyl-4-(3-methylbutyl)cyclohexanol), C(C)(C)O (isopropanol). Run in CC(=O)C (acetone). Conditions: time 1 hour. The product is CC1C(C(CC(C1)CCC(C)C)C)=O (2,6-Dimethyl-4-(3-methylbutyl)cyclohexanone). Yield: 72.3%. RXN SMILES: CC(C)=O.OS(O)(=O)=O.O=[Cr](=O)=O.[CH3:14][CH:15]1[CH2:20][CH:19]([CH2:21][CH2:22][CH:23]([CH3:25])[CH3:24])[CH2:18][CH:17]([CH3:26])[CH:16]1[OH:27].C(O)(C)C>CC(C)=O>[CH3:14][CH:15]1[CH2:20][CH:19]([CH2:21][CH2:22][CH:23]([CH3:25])[CH3:24])[CH2:18][CH:17]([CH3:26])[C:16]1=[O:27] |f:0.1.2|. Procedure details: Jones reagent (150 mL) was added dropwise at room temperature to a solution of 2,6-dimethyl-4-(3-methylbutyl)cyclohexanol (100 g. 0.5 mol, produced according to Example 4) in acetone (3,000 mL). The reaction mixture was stirred for 1 h and isopropanol added to decompose excess Jones reagent. The salts were removed by filtration and the solution concentrated on a rotary evaporator. The residue was taken up in ethyl acetate and washed successively with water (400 mL), 5% sodium bicarbonate (200 mL... Starting materials: COCCOCOCCN1CCOCC1 (N-2-((2-methoxyethoxy)methoxy)ethylmorpholine), ClC1=CC(=CC=C1)C(=O)OO (m-chloroperbenzoic acid). The solvent is ClCCl (dichloromethane), ClCCl (dichloromethane). Conditions: time 1 hour. Yields the product COCCOCOCC[N+]1(CCOCC1)[O-] (N-2-((2-methoxyethoxy)methoxy)ethylmorpholine N-oxide). RXN SMILES: [CH3:1][O:2][CH2:3][CH2:4][O:5][CH2:6][O:7][CH2:8][CH2:9][N:10]1[CH2:15][CH2:14][O:13][CH2:12][CH2:11]1.ClC1C=CC=C(C(OO)=[O:24])C=1>ClCCl>[CH3:1][O:2][CH2:3][CH2:4][O:5][CH2:6][O:7][CH2:8][CH2:9][N+:10]1([O-:24])[CH2:15][CH2:14][O:13][CH2:12][CH2:11]1. Procedure details: 16.1 g of N-2-((2-methoxyethoxy)methoxy)ethylmorpholine was dissolved in 85 g of dichloromethane, which was ice cooled. To the solution, 24.9 g of 65% pure m-chloroperbenzoic acid in 250 g of dichloromethane was added dropwise at such a rate that the mixture might not exceed 5° C. The mixture was allowed to mature for one hour at room temperature. The reaction solution was concentrated below 30° C., and the residue was purified by column chromatography (basic alumina, elute: dichloromethane/meth... Reactants: C(C(=O)Cl)(=O)Cl (oxalyl chloride), C(C)OC(=O)N1CCC2=C(CC1)C=C(C(=C2)I)OCCC(=O)O (7-(2-Carboxy-ethoxy)-8-iodo-1,2,4,5-tetrahydro-benzo[d]azepine-3-carboxylic acid ethyl ester), [Cl-].[Al+3].[Cl-].[Cl-] (Aluminum chloride). The reagents and catalysts are CN(C)C=O (DMF). Run in C(Cl)Cl (DCM). Reaction conditions: temperature 0 celsius, time 30 minute. Product: C(C)OC(=O)N1CCC2=C(C=3C(CCOC3C(=C2)I)=O)CC1 (5-Iodo-1-oxo-2,3,7,8,10,11-hexahydro-1H-4-oxa-9-aza-cyclohepta[a]naphthalene-9-carboxylic acid ethyl ester). Yield: 56.9%. As a reaction SMILES: [CH2:1]([O:3][C:4]([N:6]1[CH2:12][CH2:11][C:10]2[CH:13]=[C:14]([O:18][CH2:19][CH2:20][C:21]([OH:23])=O)[C:15]([I:17])=[CH:16][C:9]=2[CH2:8][CH2:7]1)=[O:5])[CH3:2].C(Cl)(=O)C(Cl)=O.[Cl-].[Al+3].[Cl-].[Cl-]>C(Cl)Cl.CN(C=O)C>[CH2:1]([O:3][C:4]([N:6]1[CH2:12][CH2:11][C:10]2[C:13]3[C:21](=[O:23])[CH2:20][CH2:19][O:18][C:14]=3[C:15]([I:17])=[CH:16][C:9]=2[CH2:8][CH2:7]1)=[O:5])[CH3:2] |f:2.3.4.5|. Procedure details: Into a 100 ml flask, the product from step (e) (312 mg, 0.72 mmol) dissolved in DCM (20 ml) was added. The solution was cooled to 0° C., and oxalyl chloride (94 μL, 1.07 mmol) was added, followed by 2 drops of DMF. After 30 minutes, volatiles were evaporated in vacuo and the residue was dissolved in fresh DCM (20 ml) and cooled to 0° C. Aluminum chloride (386 mg, 2.88 mmol) was then added and the reaction mixture stirred for 1 hour. The reaction was quenched with saturated aqueous NH4Cl, and the... Reactants: [N+](=O)([O-])CC1(CCCCC1)CC(=O)O (1-(nitromethyl)-cyclohexyl-acetic acid). Reagents/catalysts: [Pd] (palladium). Solvent: CO (methanol). Product: NCC1(CCCCC1)CC(=O)O (1-(aminomethyl)cyclohexyl-acetic Acid). Yield: 75.9%. RXN SMILES: [N+:1]([CH2:4][C:5]1([CH2:11][C:12]([OH:14])=[O:13])[CH2:10][CH2:9][CH2:8][CH2:7][CH2:6]1)([O-])=O>CO.[Pd]>[NH2:1][CH2:4][C:5]1([CH2:11][C:12]([OH:14])=[O:13])[CH2:10][CH2:9][CH2:8][CH2:7][CH2:6]1. Procedure details: A solution of 2.01 g (0.01 mol) of 1-(nitromethyl)-cyclohexyl-acetic acid in 50 ml of methanol is hydrogenated in the presence of 0.2 g of palladium oil activated carbon at atmospheric pressure. The catalyst is filtered off and the filtrate is concentrated to 10 ml. 20 ml of tetrahydrofuran is added to the residue and the precipitated crystals were filtered off and dried to yield 1.3 g (80%) of the title compound. Mp: 164-169° C. The reactants are S(C#N)C1=CC2=C(N=C(S2)NC(OC2=CC=CC=C2)=O)C=C1 (phenyl (6-thiocyanato-1,3-benzothiazol-2-yl)carbamate), N1(CCOCC1)CCN (2-morpholin-4-ylethanamine). Yields the product S(C#N)C1=CC2=C(N=C(S2)NC(OCCN2CCOCC2)=O)C=C1 (2-morpholin-4-ylethyl (6-thiocyanato-1,3-benzothiazol-2-yl)carbamate). As a reaction SMILES: [S:1]([C:4]1[CH:22]=[CH:21][C:7]2[N:8]=[C:9]([NH:11][C:12](=[O:20])[O:13][C:14]3[CH:19]=CC=CC=3)[S:10][C:6]=2[CH:5]=1)[C:2]#[N:3].[N:23]1(CCN)[CH2:28][CH2:27][O:26][CH2:25][CH2:24]1>>[S:1]([C:4]1[CH:22]=[CH:21][C:7]2[N:8]=[C:9]([NH:11][C:12](=[O:20])[O:13][CH2:14][CH2:19][N:23]3[CH2:28][CH2:27][O:26][CH2:25][CH2:24]3)[S:10][C:6]=2[CH:5]=1)[C:2]#[N:3]. Procedure details: The 2-morpholin-4-ylethyl (6-thiocyanato-1,3-benzothiazol-2-yl)carbamate was prepared according to the method described in Example 9c, but using 654 mg of phenyl (6-thiocyanato-1,3-benzothiazol-2-yl)carbamate and 0.27 cm3 of 2-morpholin-4-ylethanamine. The residue obtained is chromatographed on an Analogix cartridge of 40 g of silica 15-40 μm, elution being carried out with a gradient of dichloromethane then 95/5 dichloromethane/methanol. 729 mg of 2-morpholin-4-ylethyl (6-thiocyanato-1,3-benzot...